Dataset: the Open Reaction Database (ORD), a public repository of structured organic reaction records. Task: describe an organic reaction: reactants, conditions, products, and yield The reactants are C(C)OC(C(CC=1C=NC(=CC1)C1=CC(=CC=C1)[N+](=O)[O-])NC(=O)C1(CCCC1)NC(C(C(C)C)SC(C)=O)=O)=O (2-{[1-(2-acetylthio-3-methyl-butanoylamino)-cyclopentanecarbonyl]-amino}-3-[6-(3-nitro-phenyl)-pyridin-3-yl]-propanoic acid ethyl ester), CCO (EtOH). The reagents and catalysts are [Pd] (Pd/C). Run at time 18 hour. Product: C(C)OC(C(CC=1C=NC(=CC1)C1=CC(=CC=C1)NC(C)=O)NC(=O)C1(CCCC1)NC(C(C(C)C)SC(C)=O)=O)=O (3-[6-(3-Acetylamino-phenyl)-pyridin-3-yl]-2-{[1-(2-acetylthio-3-methyl-butanoylamino)-cyclopentanecarbonyl]-amino}-propionic acid ethyl ester). Reaction SMILES: [CH2:1]([O:3][C:4](=[O:41])[CH:5]([NH:22][C:23]([C:25]1([NH:30][C:31](=[O:40])[CH:32]([S:36][C:37](=[O:39])[CH3:38])[CH:33]([CH3:35])[CH3:34])[CH2:29][CH2:28][CH2:27][CH2:26]1)=[O:24])[CH2:6][C:7]1[CH:8]=[N:9][C:10]([C:13]2[CH:18]=[CH:17][CH:16]=[C:15]([N+:19]([O-])=O)[CH:14]=2)=[CH:11][CH:12]=1)[CH3:2].[CH3:42][CH2:43][OH:44]>[Pd]>[CH2:1]([O:3][C:4](=[O:41])[CH:5]([NH:22][C:23]([C:25]1([NH:30][C:31](=[O:40])[CH:32]([S:36][C:37](=[O:39])[CH3:38])[CH:33]([CH3:35])[CH3:34])[CH2:29][CH2:28][CH2:27][CH2:26]1)=[O:24])[CH2:6][C:7]1[CH:8]=[N:9][C:10]([C:13]2[CH:18]=[CH:17][CH:16]=[C:15]([NH:19][C:43](=[O:44])[CH3:42])[CH:14]=2)=[CH:11][CH:12]=1)[CH3:2]. Procedure details: A suspension of 2-{[1-(2-acetylthio-3-methyl-butanoylamino)-cyclopentanecarbonyl]-amino}-3-[6-(3-nitro-phenyl)-pyridin-3-yl]-propanoic acid ethyl ester (110 mg) and 25 mg of 10% Pd/C in 10 mL of EtOH is stirred under a H2 atmosphere for 18 h. The catalyst is filtered off, and the reaction mixture is concentrated in vacuo. The residue is purified by chromatography on silica gel (50% EtOAc/hexane) to produce yellow product; 1H NMR (250 MHz, CDCl3) δ8.39 (d, 1H), 7.60 (s, 2H), 7.10-7.36 (m, 3H), 6.... The reactants are CCOC(=O)c1ccc(N)cc1, CN(C)P(=O)(N(C)C)N(C)C, CC(C)(C)CCCC(=O)CCCCCCCCCCBr. The product is CCOC(=O)c1ccc(NCCCCCCCCCCC(=O)CCCC(C)(C)C)cc1. Reaction SMILES: [CH3:21][CH2:22][O:23][C:24](=[O:25])[c:26]1[cH:27][cH:28][c:29]([NH2:30])[cH:31][cH:32]1.[CH3:33][N:34]([P:35]([N:36]([CH3:37])[CH3:38])([N:39]([CH3:40])[CH3:41])=[O:42])[CH3:43].[O:1]=[C:2]([CH2:3][CH2:4][CH2:5][CH2:6][CH2:7][CH2:8][CH2:9][CH2:10][CH2:11][CH2:12][Br:13])[CH2:14][CH2:15][CH2:16][C:17]([CH3:18])([CH3:19])[CH3:20]>>[O:1]=[C:2]([CH2:3][CH2:4][CH2:5][CH2:6][CH2:7][CH2:8][CH2:9][CH2:10][CH2:11][CH2:12][NH:30][c:29]1[cH:28][cH:27][c:26]([C:24]([O:23][CH2:22][CH3:21])=[O:25])[cH:32][cH:31]1)[CH2:14][CH2:15][CH2:16][C:17]([CH3:18])([CH3:19])[CH3:20]. The reactants are CCOC(=O)CC(=O)C1(NC(=O)OC(C)(C)C)CC(OCc2ccccc2)C1, CO, [Cl-], [NH4+]. Product: CCOC(=O)CC(O)C1(NC(=O)OC(C)(C)C)CC(OCc2ccccc2)C1. RXN SMILES: [CH2:1]([c:2]1[cH:3][cH:4][cH:5][cH:6][cH:7]1)[O:8][CH:9]1[CH2:10][C:11]([NH:13][C:14](=[O:15])[O:16][C:17]([CH3:18])([CH3:19])[CH3:20])([C:21]([CH2:22][C:23](=[O:24])[O:25][CH2:26][CH3:27])=[O:28])[CH2:12]1.[CH3:31][OH:32].[Cl-:29].[NH4+:30]>>[CH2:1]([c:2]1[cH:3][cH:4][cH:5][cH:6][cH:7]1)[O:8][CH:9]1[CH2:10][C:11]([NH:13][C:14](=[O:15])[O:16][C:17]([CH3:18])([CH3:19])[CH3:20])([CH:21]([CH2:22][C:23](=[O:24])[O:25][CH2:26][CH3:27])[OH:28])[CH2:12]1. Starting materials: C=CCN1CCN(C(=O)OC2C=CC(C)C(C(C)=CC=CC(C)(O)CC3OC3C(C)C(O)CC)OC(=O)CC(O)CCC2(C)OC(C)OCC)CC1, CC(C)(C)O, C1CCOC1, Cc1ccc(S(=O)(=O)[O-])cc1, c1cc[nH+]cc1. The product is C=CCN1CCN(C(=O)OC2C=CC(C)C(C(C)=CC=CC(C)(O)CC3OC3C(C)C(O)CC)OC(=O)CC(O)CCC2(C)O)CC1. Reaction SMILES: [CH2:1]([CH:2]=[CH2:3])[N:4]1[CH2:5][CH2:6][N:7]([C:10](=[O:11])[O:12][CH:13]2[C:14]([CH3:46])([O:47][CH:48]([O:49][CH2:50][CH3:51])[CH3:52])[CH2:15][CH2:16][CH:17]([OH:45])[CH2:18][C:19](=[O:20])[O:21][CH:22]([C:27](=[CH:28][CH:29]=[CH:30][C:31]([CH2:32][CH:33]3[CH:34]([CH:35]([CH:36]([CH2:37][CH3:38])[OH:39])[CH3:40])[O:41]3)([CH3:42])[OH:43])[CH3:44])[CH:23]([CH3:26])[CH:24]=[CH:25]2)[CH2:8][CH2:9]1.[CH3:70][C:71]([OH:72])([CH3:73])[CH3:74].[O:75]1[CH2:76][CH2:77][CH2:78][CH2:79]1.[c:53]1([CH3:54])[cH:55][cH:56][c:57]([S:58]([O-:59])(=[O:60])=[O:61])[cH:62][cH:63]1.[nH+:64]1[cH:65][cH:66][cH:67][cH:68][cH:69]1>>[CH2:1]([CH:2]=[CH2:3])[N:4]1[CH2:5][CH2:6][N:7]([C:10](=[O:11])[O:12][CH:13]2[C:14]([CH3:46])([OH:47])[CH2:15][CH2:16][CH:17]([OH:45])[CH2:18][C:19](=[O:20])[O:21][CH:22]([C:27](=[CH:28][CH:29]=[CH:30][C:31]([CH2:32][CH:33]3[CH:34]([CH:35]([CH:36]([CH2:37][CH3:38])[OH:39])[CH3:40])[O:41]3)([CH3:42])[OH:43])[CH3:44])[CH:23]([CH3:26])[CH:24]=[CH:25]2)[CH2:8][CH2:9]1. The reactants are C(C)N(CCCN1N=C(C2=CC(=CC(=C12)N)N)NCCCN(CC)CC)CC (1-(3-diethylaminopropyl)-3-(3-diethylaminopropylamino)-5,7-diaminoindazole), Cl (hydrogen chloride), C(C)OCC (diethyl ether). Solvent: C(C)O (ethyl alcohol). Product: Cl.Cl.Cl.Cl.C(C)N(CCCN1N=C(C2=CC(=CC(=C12)N)N)NCCCN(CC)CC)CC (1-(3-diethylaminopropyl)-3-(3-diethylaminopropylamino)-5,7-diaminoindazole tetrahydrochloride). Reaction SMILES: [CH2:1]([N:3]([CH2:27][CH3:28])[CH2:4][CH2:5][CH2:6][N:7]1[C:15]2[C:10](=[CH:11][C:12]([NH2:17])=[CH:13][C:14]=2[NH2:16])[C:9]([NH:18][CH2:19][CH2:20][CH2:21][N:22]([CH2:25][CH3:26])[CH2:23][CH3:24])=[N:8]1)[CH3:2].[ClH:29].C(OCC)C>C(O)C>[ClH:29].[ClH:29].[ClH:29].[ClH:29].[CH2:27]([N:3]([CH2:1][CH3:2])[CH2:4][CH2:5][CH2:6][N:7]1[C:15]2[C:10](=[CH:11][C:12]([NH2:17])=[CH:13][C:14]=2[NH2:16])[C:9]([NH:18][CH2:19][CH2:20][CH2:21][N:22]([CH2:23][CH3:24])[CH2:25][CH3:26])=[N:8]1)[CH3:28] |f:4.5.6.7.8|. Procedure details: In 20 ml of absolute ethyl alcohol was dissolved 2.5 g of the 1-(3-diethylaminopropyl)-3-(3-diethylaminopropylamino)-5,7-diaminoindazole, and into the solution was introduced dried hydrogen chloride gas under cooling with ice. Then to the solution was added anhydrous diethyl ether to separate crystals. The crystals were obtained by filtration and dried to give 1-(3-diethylaminopropyl)-3-(3-diethylaminopropylamino)-5,7-diaminoindazole tetrahydrochloride having the following analytical value. The reactants are C(CCC)(=O)C=1C=NC2=C(C=CC=C2C1Cl)OC (3-Butyryl-4-chloro-8-methoxyquinoline), COC=1C(=CC=CC1)N (o-anisidine). Run in O1CCOCC1 (1,4-dioxan). Product: C(CCC)(=O)C=1C=NC2=C(C=CC=C2C1NC1=C(C=CC=C1)OC)OC (3-butyryl-4-(2-methoxyphenylamino)-8-methoxyquinoline). Isolated yield 68.8%. As a reaction SMILES: [C:1]([C:6]1[CH:7]=[N:8][C:9]2[C:14]([C:15]=1Cl)=[CH:13][CH:12]=[CH:11][C:10]=2[O:17][CH3:18])(=[O:5])[CH2:2][CH2:3][CH3:4].[CH3:19][O:20][C:21]1[C:22]([NH2:27])=[CH:23][CH:24]=[CH:25][CH:26]=1>O1CCOCC1>[C:1]([C:6]1[CH:7]=[N:8][C:9]2[C:14]([C:15]=1[NH:27][C:22]1[CH:23]=[CH:24][CH:25]=[CH:26][C:21]=1[O:20][CH3:19])=[CH:13][CH:12]=[CH:11][C:10]=2[O:17][CH3:18])(=[O:5])[CH2:2][CH2:3][CH3:4]. Procedure: 3-Butyryl-4-chloro-8-methoxyquinoline (20.2 g, 0.077 mol) and o-anisidine (15 ml, 0.11 mol) were heated under reflux in 1,4-dioxan (150 ml) for 1 hour. The solvent was evaporated and the residue dissolved in dichloromethane and washed with dilute hydrochloric acid, sodium bicarbonate solution and brine. The solution was dried, filtered and evaporated to a yellow solid, which was triturated with ether to give 3-butyryl-4-(2-methoxyphenylamino)-8-methoxyquinoline (18.55 g, 68.75%) m.p. 159°-161°. Reactants: CS(=O)(=O)Cl, CC(=O)Nc1ccc(Cl)c(CO)c1F, ClCCl. Product: CC(=O)Nc1ccc(Cl)c(COS(C)(=O)=O)c1F. RXN SMILES: [CH3:15][S:16]([Cl:17])(=[O:18])=[O:19].[Cl:1][c:2]1[c:3]([CH2:13][OH:14])[c:4]([F:12])[c:5]([NH:8][C:9]([CH3:10])=[O:11])[cH:6][cH:7]1.[Cl:20][CH2:21][Cl:22]>>[Cl:1][c:2]1[c:3]([CH2:13][O:14][S:16]([CH3:15])(=[O:18])=[O:19])[c:4]([F:12])[c:5]([NH:8][C:9]([CH3:10])=[O:11])[cH:6][cH:7]1. Starting materials: [NH4+].[Cl-] (NH4Cl), [Li]CCCC (BuLi), COC1=NC(=CC=C1)C (2-methoxy-6-methylpyridine), C(C)=O (acetaldehyde). Solvent: CCOC(=O)C (EtOAc), C1CCOC1 (THF). Run at temperature 0 celsius, time 1 hour. Product: COC1=CC=CC(=N1)CC(C)O (1-(6-methoxypyridin-2-yl)propan-2-ol). Yield: 66.0%. Reaction SMILES: [Li]CCCC.[CH3:6][O:7][C:8]1[CH:13]=[CH:12][CH:11]=[C:10]([CH3:14])[N:9]=1.[CH:15](=[O:17])[CH3:16].[NH4+].[Cl-]>C1COCC1.CCOC(C)=O>[CH3:6][O:7][C:8]1[N:9]=[C:10]([CH2:14][CH:15]([OH:17])[CH3:16])[CH:11]=[CH:12][CH:13]=1 |f:3.4|. Procedure: A mixture of 2-hydroxy-6-methylpyridine (164 g, 1.47 mol), iodomethane (1.35 kg, 9.53 mol), Ag2CO3 (526 g, 1.91 mol) in THF (10 ml) was strirred overnight at ambient temperature while protecting from light. The mixture was filtered through Celite and the filter cake was washed with THF. The filtrate was concentrated in vacuo until all methyl iodide was removed by HPLC analysis to yield 145.6 g (80%) of 2-methoxy-6-methylpyridine. BuLi (2.5 M, 49.0 ml, 122 mmol) was added to a solution of 2-metho... The reactants are Cl, CS(=O)(=O)Nc1ccc(CN)cc1Cl, O=C(O)C=Cc1ccc(C(F)(F)F)nc1N1CCOCC1. Product: CS(=O)(=O)Nc1ccc(CNC(=O)C=Cc2ccc(C(F)(F)F)nc2N2CCOCC2)cc1Cl. As a reaction SMILES: [ClH:15].[NH2:1][CH2:2][c:3]1[cH:4][c:5]([Cl:14])[c:6]([NH:9][S:10](=[O:11])(=[O:12])[CH3:13])[cH:7][cH:8]1.[O:16]1[CH2:17][CH2:18][N:19]([c:22]2[n:23][c:24]([C:33]([F:34])([F:35])[F:36])[cH:25][cH:26][c:27]2[CH:28]=[CH:29][C:30](=[O:31])[OH:32])[CH2:20][CH2:21]1>>[NH:1]([CH2:2][c:3]1[cH:4][c:5]([Cl:14])[c:6]([NH:9][S:10](=[O:11])(=[O:12])[CH3:13])[cH:7][cH:8]1)[C:30]([CH:29]=[CH:28][c:27]1[c:22]([N:19]2[CH2:18][CH2:17][O:16][CH2:21][CH2:20]2)[n:23][c:24]([C:33]([F:34])([F:35])[F:36])[cH:25][cH:26]1)=[O:31].